Dataset: the Open Reaction Database (ORD), a public repository of structured organic reaction records. Task: describe an organic reaction: reactants, conditions, products, and yield Starting materials: C=1C=CN2C1CNC1=C(C2)C=CC=C1 (10,11-dihydro-5H-pyrrolo[2,1-c][1,4]-benzodiazepine), C(C)(C)N(CC)C(C)C (diisopropylethylamine), FC(C1=NN(C=C1)C1=CC=C(C(=O)Cl)C=C1)(F)F (4-(3-trifluoromethylpyrazol-1-yl)benzoyl chloride). Run in ClCCl (dichloromethane). Run at time 18 hour. Product: C=1C=CN2C1CN(C1=C(C2)C=CC=C1)C(=O)C1=CC=C(C=C1)N1N=C(C=C1)C(F)(F)F ((5H,11H-Pyrrolo[2,1-c][1,4]benzodiazepin-10-yl)-[4-(3-trifluoromethyl-pyrazol-1-yl)-phenyl]-methanone). Yield: 84.3%. Reaction SMILES: [CH:1]1[CH:2]=[CH:3][N:4]2[CH2:10][C:9]3[CH:11]=[CH:12][CH:13]=[CH:14][C:8]=3[NH:7][CH2:6][C:5]=12.C(N(C(C)C)CC)(C)C.[F:24][C:25]([F:41])([F:40])[C:26]1[CH:30]=[CH:29][N:28]([C:31]2[CH:39]=[CH:38][C:34]([C:35](Cl)=[O:36])=[CH:33][CH:32]=2)[N:27]=1>ClCCl>[CH:1]1[CH:2]=[CH:3][N:4]2[CH2:10][C:9]3[CH:11]=[CH:12][CH:13]=[CH:14][C:8]=3[N:7]([C:35]([C:34]3[CH:33]=[CH:32][C:31]([N:28]4[CH:29]=[CH:30][C:26]([C:25]([F:41])([F:24])[F:40])=[N:27]4)=[CH:39][CH:38]=3)=[O:36])[CH2:6][C:5]=12. Procedure details: To a solution of 10,11-dihydro-5H-pyrrolo[2,1-c][1,4]-benzodiazepine (0.88 g) and diisopropylethylamine (0.66 g) in dichloromethane (50 ml) was added the 4-(3-trifluoromethylpyrazol-1-yl)benzoyl chloride (1.40 g). After stirring at room temperature for 18 hours, the reaction mixture was washed with water and saturated aqueous sodium bicarbonate. The dichloromethane solution was dried over anhydrous sodium sulfate and filtered through a short column of hydrous sodium magnesium silicate and furthe... Reagents/catalysts: C=1C=CC(=CC1)/C=C/C(=O)/C=C/C2=CC=CC=C2.C=1C=CC(=CC1)/C=C/C(=O)/C=C/C2=CC=CC=C2.C=1C=CC(=CC1)/C=C/C(=O)/C=C/C2=CC=CC=C2.[Pd].[Pd] (Pd2(dba)3). Reported procedure: The title compound was prepared as described in Example 3, Step 1 using ethyl 5-amino-2-(6-morpholin-4-ylpyridin-3-yl)-1,3-thiazole-4-carboxylate (114 mg, 0.34 mmol), 2-(6-bromopyridin-2-yl)-2-morpholin-4-ylethanol (Example 3, Step 1) (98 mg, 0.34 mmol), Pd2(dba)3 (9.4 mg, 10.2 μmol), X-PHOS (24.4 mg, 0.051 mmol), potassium carbonate (51.8 mg, 0.38 mmol), and tert-amyl alcohol (1.7 ml) as starting materials. LRMS (APCI) calc'd for (C26H33N6O5S) [M+H]+, 541.2; found 541.1. The reactants are NC1=C(N=C(S1)C=1C=NC(=CC1)N1CCOCC1)C(=O)OCC (ethyl 5-amino-2-(6-morpholin-4-ylpyridin-3-yl)-1,3-thiazole-4-carboxylate), C([O-])([O-])=O.[K+].[K+] (potassium carbonate), C(C)(C)(CC)O (tert-amyl alcohol), BrC1=CC=CC(=N1)C(CO)N1CCOCC1 (2-(6-bromopyridin-2-yl)-2-morpholin-4-ylethanol), CC(C)C1=CC(=C(C(=C1)C(C)C)C2=C(C=CC=C2)P(C3CCCCC3)C4CCCCC4)C(C)C (X-PHOS). Reaction SMILES: [NH2:1][C:2]1[S:6][C:5]([C:7]2[CH:8]=[N:9][C:10]([N:13]3[CH2:18][CH2:17][O:16][CH2:15][CH2:14]3)=[CH:11][CH:12]=2)=[N:4][C:3]=1[C:19]([O:21][CH2:22][CH3:23])=[O:20].Br[C:25]1[N:30]=[C:29]([CH:31]([N:34]2[CH2:39][CH2:38][O:37][CH2:36][CH2:35]2)[CH2:32][OH:33])[CH:28]=[CH:27][CH:26]=1.CC(C1C=C(C(C)C)C(C2C=CC=CC=2P(C2CCCCC2)C2CCCCC2)=C(C(C)C)C=1)C.C(=O)([O-])[O-].[K+].[K+].C(O)(CC)(C)C>C1C=CC(/C=C/C(/C=C/C2C=CC=CC=2)=O)=CC=1.C1C=CC(/C=C/C(/C=C/C2C=CC=CC=2)=O)=CC=1.C1C=CC(/C=C/C(/C=C/C2C=CC=CC=2)=O)=CC=1.[Pd].[Pd]>[OH:33][CH2:32][CH:31]([C:29]1[N:30]=[C:25]([NH:1][C:2]2[S:6][C:5]([C:7]3[CH:8]=[N:9][C:10]([N:13]4[CH2:18][CH2:17][O:16][CH2:15][CH2:14]4)=[CH:11][CH:12]=3)=[N:4][C:3]=2[C:19]([O:21][CH2:22][CH3:23])=[O:20])[CH:26]=[CH:27][CH:28]=1)[N:34]1[CH2:39][CH2:38][O:37][CH2:36][CH2:35]1 |f:3.4.5,7.8.9.10.11|. Yields the product OCC(N1CCOCC1)C1=CC=CC(=N1)NC1=C(N=C(S1)C=1C=NC(=CC1)N1CCOCC1)C(=O)OCC (Ethyl 5-{[6-(2-hydroxy-1-morpholin-4-ylethyl)pyridin-2-yl]amino}-2-(6-morpholin-4-ylpyridin-3-yl)-1,3-thiazole-4-carboxylate). Reactants: C(C)(C)N(C(C)C)CC (N,N-diisopropylethylamine), CS(=O)C (dimethyl sulfoxide), COC1=C(C=CC=C1)S(=O)(=O)OC=1C=C(OCCCO)C=C(C1)C (3-[3-(2-methoxyphenylsulfonyloxy)-5-methylphenoxy]propanol). The solvent is ClCCl (dichloromethane). Conditions: temperature 0 celsius, time 1 hour. Yields the product COC1=C(C=CC=C1)S(=O)(=O)OC=1C=C(OCCC=O)C=C(C1)C (3-[3-(2-Methoxyphenylsufonyloxy)-5-methylphenoxy]propionaldehyde). Isolated yield 62.0%. Reaction SMILES: [CH3:1][O:2][C:3]1[CH:8]=[CH:7][CH:6]=[CH:5][C:4]=1[S:9]([O:12][C:13]1[CH:14]=[C:15]([CH:21]=[C:22]([CH3:24])[CH:23]=1)[O:16][CH2:17][CH2:18][CH2:19][OH:20])(=[O:11])=[O:10].C(N(CC)C(C)C)(C)C.CS(C)=O>ClCCl>[CH3:1][O:2][C:3]1[CH:8]=[CH:7][CH:6]=[CH:5][C:4]=1[S:9]([O:12][C:13]1[CH:14]=[C:15]([CH:21]=[C:22]([CH3:24])[CH:23]=1)[O:16][CH2:17][CH2:18][CH:19]=[O:20])(=[O:11])=[O:10]. Procedure: Sulfur trioxide pyridine complex (1.87 g, 11.7 mmol) was added portionwise over 15 min to a solution of 3-[3-(2-methoxyphenylsulfonyloxy)-5-methylphenoxy]propanol (2.07 g, 5.9 mmol, as prepared in the preceding step), N,N-diisopropylethylamine (2.15 mL, 12.3 mmol), and anhydrous dimethyl sulfoxide (1.25 mL, 17.6 mmol) in anhydrous dichloromethane (14 mL) at 0° C. under a nitrogen atmosphere. The solution was stirred at 0° C. for 1 h, then the reaction was quenched with 5% aqueous citric acid (50...